describe an organic reaction: reactants, conditions, products, and yield From a dataset of the Open Reaction Database (ORD), a public repository of structured organic reaction records. Reactants: CN(C)CCNc1ncc2c(-c3ccnc(S(C)(=O)=O)n3)n[nH]c2n1, NCc1cccc(Cl)c1. Yields the product CN(C)CCNc1ncc2c(-c3ccnc(NCc4cccc(Cl)c4)n3)n[nH]c2n1. RXN SMILES: [CH3:1][S:2](=[O:3])(=[O:4])[c:5]1[n:6][cH:7][cH:8][c:9](-[c:11]2[n:12][nH:13][c:14]3[n:15][c:16]([NH:20][CH2:21][CH2:22][N:23]([CH3:24])[CH3:25])[n:17][cH:18][c:19]23)[n:10]1.[Cl:26][c:27]1[cH:28][c:29]([CH2:30][NH2:31])[cH:32][cH:33][cH:34]1>>[c:5]1([NH:31][CH2:30][c:29]2[cH:28][c:27]([Cl:26])[cH:34][cH:33][cH:32]2)[n:6][cH:7][cH:8][c:9](-[c:11]2[n:12][nH:13][c:14]3[n:15][c:16]([NH:20][CH2:21][CH2:22][N:23]([CH3:24])[CH3:25])[n:17][cH:18][c:19]23)[n:10]1. The reactants are O=C([O-])[O-], C1COCCO1, Clc1nccc2ccccc12, Cc1cnc(Cl)nc1N, [Cs+], [Cs+], O=C(C=Cc1ccccc1)C=Cc1ccccc1, O=C(C=Cc1ccccc1)C=Cc1ccccc1, O=C(C=Cc1ccccc1)C=Cc1ccccc1, [Pd], [Pd]. Yields the product Cc1cnc(Cl)nc1-c1nccc2ccccc12. As a reaction SMILES: [C:21](=[O:22])([O-:23])[O-:24].[CH2:27]1[O:28][CH2:29][CH2:30][O:31][CH2:32]1.[Cl:10][c:11]1[n:12][cH:13][cH:14][c:15]2[cH:16][cH:17][cH:18][cH:19][c:20]12.[Cl:1][c:2]1[n:3][cH:4][c:5]([CH3:9])[c:6]([NH2:8])[n:7]1.[Cs+:25].[Cs+:26].[O:35]=[C:36]([CH:37]=[CH:38][c:39]1[cH:40][cH:41][cH:42][cH:43][cH:44]1)[CH:45]=[CH:46][c:47]1[cH:48][cH:49][cH:50][cH:51][cH:52]1.[O:53]=[C:54]([CH:55]=[CH:56][c:57]1[cH:58][cH:59][cH:60][cH:61][cH:62]1)[CH:63]=[CH:64][c:65]1[cH:66][cH:67][cH:68][cH:69][cH:70]1.[O:71]=[C:72]([CH:73]=[CH:74][c:75]1[cH:76][cH:77][cH:78][cH:79][cH:80]1)[CH:81]=[CH:82][c:83]1[cH:84][cH:85][cH:86][cH:87][cH:88]1.[Pd:33].[Pd:34]>>[Cl:1][c:2]1[n:3][cH:4][c:5]([CH3:9])[c:6](-[c:11]2[n:12][cH:13][cH:14][c:15]3[cH:16][cH:17][cH:18][cH:19][c:20]23)[n:7]1. Reactants: S(=O)(=O)(OCCN(C)C)C1=CC=C(C)C=C1 (2-dimethylaminoethyl tosylate), C(CCC)[Li] (n-butyllithium), CCCCCC (hexane), CC(CCC)C1(C=CC=C1)C(C)CCC (di-(2-pentyl)cyclopentadiene). Run in O1CCCC1 (tetrahydrofuran), O (water). Run at time 24 hour. Product: CN(C)CCC1=CC=CC1(C(C)CCC)C(C)CCC ((dimethylaminoethyl)di(2-pentyl)cyclopentadiene). As a reaction SMILES: C([Li])CCC.CCCCCC.[CH3:12][CH:13]([C:17]1([CH:22]([CH2:24][CH2:25][CH3:26])[CH3:23])[CH:21]=[CH:20][CH:19]=[CH:18]1)[CH2:14][CH2:15][CH3:16].S(C1C=CC(C)=CC=1)(O[CH2:31][CH2:32][N:33]([CH3:35])[CH3:34])(=O)=O>O1CCCC1.O>[CH3:34][N:33]([CH2:32][CH2:31][C:18]1[C:17]([CH:13]([CH2:14][CH2:15][CH3:16])[CH3:12])([CH:22]([CH2:24][CH2:25][CH3:26])[CH3:23])[CH:21]=[CH:20][CH:19]=1)[CH3:35]. Reported procedure: Under a nitrogen atmosphere, a solution of n-butyllithium in hexane (24.0 ml; 1.6 mol/L; 38 mmol) was added dropwise to a cooled (0° C.) solution of di-(2-pentyl)cyclopentadiene (7.82 g; 38.0 mmol) in dry tetrahydrofuran (125 ml) in a 250 mL three-necked round-bottomed flask provided with a magnetic stirrer and a dropping funnel. After 24 hours of stirring at room temperature, 2-dimethylaminoethyl tosylate (38.0 mmol) prepared in situ was added. After 18 hours of stirring, the conversion was fou... The reactants are CCOc1cc(NC(=O)OC(C)(C)C)c(NC(=O)CC(=O)c2ccnc(C#N)c2)cc1C(F)(F)F, ClCCl, O=C(O)C(F)(F)F. Yields the product CCOc1cc2c(cc1C(F)(F)F)NC(=O)CC(c1ccnc(C#N)c1)=N2. As a reaction SMILES: [C:1]([O:2][C:3](=[O:4])[NH:7][c:8]1[c:9]([NH:21][C:22]([CH2:23][C:24](=[O:5])[c:26]2[cH:27][c:28]([C:32]#[N:33])[n:29][cH:30][cH:31]2)=[O:34])[cH:10][c:11]([C:17]([F:18])([F:19])[F:20])[c:12]([O:14][CH2:15][CH3:16])[cH:13]1)([CH3:6])([CH3:25])[CH3:35].[Cl:43][CH2:44][Cl:45].[F:36][C:37]([F:38])([F:39])[C:40]([OH:41])=[O:42]>>[N:7]1=[C:24]([c:26]2[cH:27][c:28]([C:32]#[N:33])[n:29][cH:30][cH:31]2)[CH2:23][C:22](=[O:34])[NH:21][c:9]2[c:8]1[cH:13][c:12]([O:14][CH2:15][CH3:16])[c:11]([C:17]([F:18])([F:19])[F:20])[cH:10]2. Starting materials: COC=1C=CC=C2CCCC(C12)=O (8-methoxy tetralone), Cl.CNC1CC1 (methylcyclopropylamine HCl), CC(=O)[O-].[Na+] (NaOAc), [BH3-]C#N.[Na+] (NaCNBH3), [OH-].[Na+] (NaOH). Solvent: CO.C1CCOC1 (MeOH THF), CC(=O)O (HOAc), O (H2O). Run at time 15 minute. Product: Cl.C1(CC1)CNC1CC2=C(C=CC=C2CC1)OC ((+-)-N-(cyclopropylmethyl)-1,2,3,4-tetrahydro-8-methoxy-2-naphthalenamine hydrochloride). RXN SMILES: [CH3:1][O:2][C:3]1[CH:4]=[CH:5][CH:6]=[C:7]2[C:12]=1[C:11](=O)[CH2:10][CH2:9][CH2:8]2.[ClH:14].CN[CH:17]1[CH2:19][CH2:18]1.CC([O-])=O.[Na+].[BH3-][C:26]#[N:27].[Na+].[OH-].[Na+]>CO.C1COCC1.O.CC(O)=O>[ClH:14].[CH:17]1([CH2:26][NH:27][CH:10]2[CH2:9][CH2:8][C:7]3[C:12](=[C:3]([O:2][CH3:1])[CH:4]=[CH:5][CH:6]=3)[CH2:11]2)[CH2:18][CH2:19]1 |f:1.2,3.4,5.6,7.8,9.10,13.14|. Procedure: To a solution of 2.64 g (15 mmol) 8-methoxy tetralone, 6 g (60 mmol) methylcyclopropylamine HCl and 4.92 g (60 mmol) NaOAc in 30 mL MeOH/THF (1:1) was added HOAc dropwise to adjust the pH to 4-5. The reaction mixture stirred for 15 minutes under N2, then 1.26 g (20 mmol) NaCNBH3 was added. When the reaction was complete by TLC (24 h), 1N NaOH (20 mL) and H2O (200mL) was added to quench the reaction. The solution was extracted with CH2Cl2 (2×500 mL) and the combined organic layers were washed wit...